From a dataset of the Open Reaction Database (ORD), a public repository of structured organic reaction records. describe an organic reaction: reactants, conditions, products, and yield Starting materials: O1C=CC=C1 (furan), C(CCC)[Li] (n-butyl lithium), O1CCCC1 (tetrahydrofuran), C(#N)N1CCN(CC1)C1=NC2=CC(=C(C=C2C(=N1)N)OC)OC (2-(4-cyanopiperazin-1-yl)-4-amino-6,7-dimethoxyquinazoline). Run in CCCCCC (hexane). Conditions: temperature -20 celsius, time 8 hour. Product: O1C(=CC=C1)C(=O)N1CCN(CC1)C1=NC2=CC(=C(C=C2C(=N1)N)OC)OC (2-[4-(2-Furoyl)piperazin-1-yl]-4-amino-6,7-dimethoxyquinazoline). As a reaction SMILES: [O:1]1[CH:5]=[CH:4][CH:3]=[CH:2]1.C([Li])CCC.[C:11]([N:13]1[CH2:18][CH2:17][N:16]([C:19]2[N:28]=[C:27]([NH2:29])[C:26]3[C:21](=[CH:22][C:23]([O:32][CH3:33])=[C:24]([O:30][CH3:31])[CH:25]=3)[N:20]=2)[CH2:15][CH2:14]1)#N.[O:34]1CCCC1>CCCCCC>[O:1]1[CH:5]=[CH:4][CH:3]=[C:2]1[C:11]([N:13]1[CH2:18][CH2:17][N:16]([C:19]2[N:28]=[C:27]([NH2:29])[C:26]3[C:21](=[CH:22][C:23]([O:32][CH3:33])=[C:24]([O:30][CH3:31])[CH:25]=3)[N:20]=2)[CH2:15][CH2:14]1)=[O:34]. Reported procedure: In a 100 ml. flask equipped with thermometer and drying tube was charged 10 ml. of dry tetrahydrofuran and 0.5 ml. (6.2 mmoles) of furan. The solution was cooled to -20° C. and 2.8 ml. (6.2 l mmoles) of n-butyl lithium in hexane was added. To the resulting light amber mixture was added 400 mg. (1.24 mmoles) of 2-(4-cyanopiperazin-1-yl)-4-amino-6,7-dimethoxyquinazoline dissolved in 30 ml. of dry tetrahydrofuran. After the addition was complete, the reaction mixture was allowed to warm to room tem... Starting materials: C(CCC)NC1=C(C(=NC(=C1[N+](=O)[O-])Cl)C)C(=O)OCC (4-butylamino-6-chloro-2-methyl-5-nitropyridine-3-carboxylic acid, ethyl ester), N (ammonia). The solvent is CO (methanol). The product is NC1=C(C(=C(C(=N1)C)C(=O)OCC)NCCCC)[N+](=O)[O-] (6-Amino-4-butylamino-2-methyl-5-nitropyridine-3-carboxylic acid, ethyl ester). RXN SMILES: [CH2:1]([NH:5][C:6]1[C:11]([N+:12]([O-:14])=[O:13])=[C:10](Cl)[N:9]=[C:8]([CH3:16])[C:7]=1[C:17]([O:19][CH2:20][CH3:21])=[O:18])[CH2:2][CH2:3][CH3:4].[NH3:22]>CO>[NH2:22][C:10]1[N:9]=[C:8]([CH3:16])[C:7]([C:17]([O:19][CH2:20][CH3:21])=[O:18])=[C:6]([NH:5][CH2:1][CH2:2][CH2:3][CH3:4])[C:11]=1[N+:12]([O-:14])=[O:13]. Procedure details: 177.9 g. of 4-butylamino-6-chloro-2-methyl-5-nitropyridine-3-carboxylic acid, ethyl ester (0.5 Mol.) dissolved in 500 ml. of methanol are heated with 300 ml. of aqueous ammonia (30%) in an autoclave at about 60° for 10 hours. After this time, the solvent is distilled off and the residual 6-amino-4-butylamino-2-methyl-5-nitropyridine-3-carboxylic acid, ethyl ester is recrystallized from methanol, yield 135 g.; m.p. 98°-99°. Reactants: CCc1nc(I)c2n1CCN(C(=O)OC(C)(C)C)C2CCc1ccc(C(F)(F)F)cc1, C1CCOC1, [Li]CCCC, ClC(Cl)(Cl)C(Cl)(Cl)Cl. Product: CCc1nc(Cl)c2n1CCN(C(=O)OC(C)(C)C)C2CCc1ccc(C(F)(F)F)cc1. Reaction SMILES: [C:1]([CH3:2])([CH3:3])([CH3:4])[O:5][C:6](=[O:7])[N:8]1[CH:9]([CH2:20][CH2:21][c:22]2[cH:23][cH:24][c:25]([C:28]([F:29])([F:30])[F:31])[cH:26][cH:27]2)[c:10]2[n:11]([c:14]([CH2:18][CH3:19])[n:15][c:16]2[I:17])[CH2:12][CH2:13]1.[CH2:45]1[O:46][CH2:47][CH2:48][CH2:49]1.[CH3:32][CH2:33][CH2:34][CH2:35][Li:36].[Cl:37][C:38]([C:39]([Cl:40])([Cl:41])[Cl:42])([Cl:43])[Cl:44]>>[C:1]([CH3:2])([CH3:3])([CH3:4])[O:5][C:6](=[O:7])[N:8]1[CH:9]([CH2:20][CH2:21][c:22]2[cH:23][cH:24][c:25]([C:28]([F:29])([F:30])[F:31])[cH:26][cH:27]2)[c:10]2[n:11]([c:14]([CH2:18][CH3:19])[n:15][c:16]2[Cl:37])[CH2:12][CH2:13]1. Reactants: C(=O)C=1C=CC2=C(C34C(CN(C3)CC3CCCC3)C3=C(C2C4)C=CC=C3)C1 (5-formyl-2-cyclopentylmethyl-2,3,8,12b-tetrahydro-1H-3a,8-methanodibenzo[3,4:6,7]cyclohepta[1,2-c]pyrrole), [H][H] (hydrogen). Reagents/catalysts: [Pd].[C] (Pd carbon). The solvent is Cl(=O)(=O)(=O)O (perchloric acid), C(C)(=O)O (acetic acid). Product: CC=1C=CC2=C(C34C(CN(C3)CC3CCCC3)C3=C(C2C4)C=CC=C3)C1 (5-methyl-2-cyclopentylmethyl-2,3,8,12b-tetrahydro-1H-3a,8-methanodibenzo[3,4:6,7]cyclohepta[1,2-c]pyrrole). Reaction SMILES: [CH:1]([C:3]1[CH:4]=[CH:5][C:6]2[CH:21]3[CH2:22][C:8]4([CH2:12][N:11]([CH2:13][CH:14]5[CH2:18][CH2:17][CH2:16][CH2:15]5)[CH2:10][CH:9]4[C:19]4[CH:26]=[CH:25][CH:24]=[CH:23][C:20]=43)[C:7]=2[CH:27]=1)=O.[H][H]>C(O)(=O)C.Cl(O)(=O)(=O)=O.[Pd].[C]>[CH3:1][C:3]1[CH:4]=[CH:5][C:6]2[CH:21]3[CH2:22][C:8]4([CH2:12][N:11]([CH2:13][CH:14]5[CH2:15][CH2:16][CH2:17][CH2:18]5)[CH2:10][CH:9]4[C:19]4[CH:26]=[CH:25][CH:24]=[CH:23][C:20]=43)[C:7]=2[CH:27]=1 |f:4.5|. Procedure: A solution of 5.0 g of 5-formyl-2-cyclopentylmethyl-2,3,8,12b-tetrahydro-1H-3a,8-methanodibenzo[3,4:6,7]cyclohepta[1,2-c]pyrrole (Example 69) in 120 ml of acetic acid and 10 ml of perchloric acid was hydrogenated in the presence of 1.5 g of 10% Pd/carbon catalyst at 25°, 50 psi hydrogen pressure, overnight. The mixture was filtered and the solvent was evaporated to leave the product, 5-methyl-2-cyclopentylmethyl-2,3,8,12b-tetrahydro-1H-3a,8-methanodibenzo[3,4:6,7]cyclohepta[1,2-c]pyrrole, as an ...